From a dataset of the Open Reaction Database (ORD), a public repository of structured organic reaction records. describe an organic reaction: reactants, conditions, products, and yield Reactants: COC1=CC=C(CN2C(C3(CC2)CC2=CC=C(C=C2CC3)C(=O)OC)=O)C=C1 ((±)-Methyl 1′-(4-methoxybenzyl)-2′-oxo-3,4-dihydro-1H-spiro[naphthalene-2,3′-pyrrolidine]-6-carboxylate), ceric ammonium nitrate. The solvent is CC#N (CH3CN), O (H2O). Reaction conditions: time 18 hour. Yields the product O=C1NCCC12CC1=CC=C(C=C1CC2)C(=O)OC ((±)-Methyl 2′-oxo-3,4-dihydro-1H-spiro[naphthalene-2,3′-pyrrolidine]-6-carboxylate). Reaction SMILES: COC1C=CC(C[N:8]2[CH2:12][CH2:11][C:10]3([CH2:21][CH2:20][C:19]4[C:14](=[CH:15][CH:16]=[C:17]([C:22]([O:24][CH3:25])=[O:23])[CH:18]=4)[CH2:13]3)[C:9]2=[O:26])=CC=1>CC#N.O>[O:26]=[C:9]1[C:10]2([CH2:21][CH2:20][C:19]3[C:14](=[CH:15][CH:16]=[C:17]([C:22]([O:24][CH3:25])=[O:23])[CH:18]=3)[CH2:13]2)[CH2:11][CH2:12][NH:8]1. Procedure details: To a stirred solution of (±)-methyl 1′-(4-methoxybenzyl)-2′-oxo-3,4-dihydro-1H-spiro[naphthalene-2,3′-pyrrolidine]-6-carboxylate from Step E (270 mg, 0.712 mmol) in CH3CN (9 mL) was added dropwise a solution of ceric ammonium nitrate (1.95 g, 3.56 mmol) in H2O (9 mL). The resulting mixture was stirred at ambient temperature for 18 h, then at 50° C. for 4 h, then allowed to cool. The CH3CN was removed under reduced pressure, and the residual mixture was partitioned between dilute aqueous NaHCO3 (... Reported procedure: A mixture of 10 g (24 mmol) of tert.butyl (S)-8-bromo-11,12,13,13a-tetrahydro-9-oxo-9H-imidazo[1,5-a]pyrrolo[2,1-c][1,4]benzodiazepine-1-carboxylate, 31 g (430 mmol) of hydroxymethyl-cyclopropane and 1.80 g (8 mmol) of tetraethyl orthotitanate is stirred at 125° overnight, the solution obtained is evaporated to dryness, the residue is taken up in chloroform and stirred for 0.5 hour with 40 ml of a saturated potassium fluoride solution. The resulting emulsion is filtered through siliceous earth, ... Reactants: BrC1=CC=CC2=C1C(N1[C@H](C=3N2C=NC3C(=O)OC(C)(C)C)CCC1)=O (tert.butyl (S)-8-bromo-11,12,13,13a-tetrahydro-9-oxo-9H-imidazo[1,5-a]pyrrolo[2,1-c][1,4]benzodiazepine-1-carboxylate), OCC1CC1 (hydroxymethyl-cyclopropane). Run at time 8 hour. The reagents and catalysts are CCO.CCO.CCO.CCO.[Ti] (tetraethyl orthotitanate). As a reaction SMILES: [Br:1][C:2]1[C:7]2[C:8](=[O:26])[N:9]3[CH2:25][CH2:24][CH2:23][C@H:10]3[C:11]3[N:12]([CH:13]=[N:14][C:15]=3[C:16]([O:18]C(C)(C)C)=[O:17])[C:6]=2[CH:5]=[CH:4][CH:3]=1.O[CH2:28][CH:29]1[CH2:31][CH2:30]1>CCO.CCO.CCO.CCO.[Ti]>[Br:1][C:2]1[C:7]2[C:8](=[O:26])[N:9]3[CH2:25][CH2:24][CH2:23][C@H:10]3[C:11]3[N:12]([CH:13]=[N:14][C:15]=3[C:16]([O:18][CH2:28][CH:29]3[CH2:31][CH2:30]3)=[O:17])[C:6]=2[CH:5]=[CH:4][CH:3]=1 |f:2.3.4.5.6|. Yields the product BrC1=CC=CC2=C1C(N1[C@H](C=3N2C=NC3C(=O)OCC3CC3)CCC1)=O (cyclopropylmethyl (S)-8-bromo-11,12,13,13a-tetrahydro-9-oxo-9H-imidazo[1,5-a]pyrrolo[2,1-c][1,4]benzodiazepine-1-carboxylate). Reactants: BrC1=CC=C(C=C1)C[C@H](CC(=O)OCC)NC(=O)OC(C)(C)C ((R)-ethyl 4-(4-bromophenyl)-3-(tert-butoxycarbonylamino)butanoate), ClC1=C(C=C(C=C1)Cl)B(O)O (2,5-dichlorophenylboronic acid), C(=O)([O-])[O-].[Na+].[Na+] (Na2CO3). The reagents and catalysts are C=1C=CC(=CC1)[P](C=2C=CC=CC2)(C=3C=CC=CC3)[Pd]([P](C=4C=CC=CC4)(C=5C=CC=CC5)C=6C=CC=CC6)([P](C=7C=CC=CC7)(C=8C=CC=CC8)C=9C=CC=CC9)[P](C=1C=CC=CC1)(C=1C=CC=CC1)C=1C=CC=CC1 (Pd(PPh3)4). Solvent: COCCOC (1,2-dimethoxyethane), [Cl-].[Na+].O (brine). Run at temperature 95 celsius, time 3 hour. Yields the product C(C)(C)(C)OC(=O)N[C@@H](CC(=O)OCC)CC1=CC=C(C=C1)C1=C(C=CC(=C1)Cl)Cl ((R)-ethyl 3-(tert-butoxycarbonylamino)-4-(2′,5′-dichlorobiphenyl-4-yl)butanoate). Isolated yield 92.7%. Reaction SMILES: Br[C:2]1[CH:7]=[CH:6][C:5]([CH2:8][C@@H:9]([NH:16][C:17]([O:19][C:20]([CH3:23])([CH3:22])[CH3:21])=[O:18])[CH2:10][C:11]([O:13][CH2:14][CH3:15])=[O:12])=[CH:4][CH:3]=1.[Cl:24][C:25]1[CH:30]=[CH:29][C:28]([Cl:31])=[CH:27][C:26]=1B(O)O.C([O-])([O-])=O.[Na+].[Na+]>COCCOC.[Cl-].[Na+].O.C1C=CC([P]([Pd]([P](C2C=CC=CC=2)(C2C=CC=CC=2)C2C=CC=CC=2)([P](C2C=CC=CC=2)(C2C=CC=CC=2)C2C=CC=CC=2)[P](C2C=CC=CC=2)(C2C=CC=CC=2)C2C=CC=CC=2)(C2C=CC=CC=2)C2C=CC=CC=2)=CC=1>[C:20]([O:19][C:17]([NH:16][C@H:9]([CH2:8][C:5]1[CH:6]=[CH:7][C:2]([C:29]2[CH:30]=[C:25]([Cl:24])[CH:26]=[CH:27][C:28]=2[Cl:31])=[CH:3][CH:4]=1)[CH2:10][C:11]([O:13][CH2:14][CH3:15])=[O:12])=[O:18])([CH3:23])([CH3:22])[CH3:21] |f:2.3.4,6.7.8,^1:53,55,74,93|. Reported procedure: A mixture of (R)-ethyl 4-(4-bromophenyl)-3-(tert-butoxycarbonylamino)butanoate (1.005 g, 2.60 mmol), 2,5-dichlorophenylboronic acid (0.745 g, 3.90 mmol), Pd(PPh3)4 (0.301 g, 0.260 mmol) and 2 M aqueous Na2CO3 (2.60 ml, 5.20 mmol) in 1,2-dimethoxyethane (20 ml) is allowed to stir at 95° C. under nitrogen for 3 hours. The reaction mixture is cooled to room temperature and diluted with brine. The two phases are separated. The products are extracted twice with ethyl acetate (2×100 ml) from the aqueo...